The task is: describe an organic reaction: reactants, conditions, products, and yield. This data is from the Open Reaction Database (ORD), a public repository of structured organic reaction records. The reactants are CC(C)(C)NS(=O)(=O)c1ccccc1Br, CN(C)C=O, Cc1ccc([Sn](C)(C)C)cc1. Yields the product Cc1ccc(-c2ccccc2S(=O)(=O)NC(C)(C)C)cc1. RXN SMILES: [Br:1][c:2]1[c:3]([S:8](=[O:9])(=[O:10])[NH:11][C:12]([CH3:13])([CH3:14])[CH3:15])[cH:4][cH:5][cH:6][cH:7]1.[CH3:27][N:28]([CH3:29])[CH:30]=[O:31].[c:16]1([CH3:26])[cH:17][cH:18][c:19]([Sn:22]([CH3:23])([CH3:24])[CH3:25])[cH:20][cH:21]1>>[c:2]1(-[c:19]2[cH:18][cH:17][c:16]([CH3:26])[cH:21][cH:20]2)[c:3]([S:8](=[O:9])(=[O:10])[NH:11][C:12]([CH3:13])([CH3:14])[CH3:15])[cH:4][cH:5][cH:6][cH:7]1. Reaction SMILES: [N:1]1([CH2:6][CH:7]2[CH2:12][CH2:11][N:10]([C:13]3[CH:20]=[CH:19][C:16]([CH:17]=O)=[CH:15][C:14]=3[C:21]([F:24])([F:23])[F:22])[CH2:9][CH2:8]2)[CH2:5][CH2:4][CH2:3][CH2:2]1.[OH:25][CH2:26][CH:27]1[CH2:32][CH2:31][NH:30][CH2:29][CH2:28]1>>[N:1]1([CH2:6][CH:7]2[CH2:8][CH2:9][N:10]([C:13]3[CH:20]=[CH:19][C:16]([CH2:17][N:30]4[CH2:31][CH2:32][CH:27]([CH2:26][OH:25])[CH2:28][CH2:29]4)=[CH:15][C:14]=3[C:21]([F:22])([F:23])[F:24])[CH2:11][CH2:12]2)[CH2:2][CH2:3][CH2:4][CH2:5]1. Product: N1(CCCC1)CC1CCN(CC1)C1=C(C=C(CN2CCC(CC2)CO)C=C1)C(F)(F)F ({1-[4-(4-Pyrrolidin-1-ylmethyl-piperidin-1-yl)-3-trifluoromethyl-benzyl]-piperidin-4-yl}-methanol). Reported procedure: Prepared from the product of Example 63 and 4-hydroxymethylpiperidine. Starting materials: N1(CCCC1)CC1CCN(CC1)C1=C(C=C(C=O)C=C1)C(F)(F)F (4-(4-Pyrrolidin-1-ylmethyl-piperidin-1-yl)-3-trifluoromethyl-benzaldehyde), OCC1CCNCC1 (4-hydroxymethylpiperidine). Starting materials: [H-].[Na+] (NaH), CI (methyl iodide), C(C)OC(=O)C1=CNC(=C1)C1=NC(=NC=C1)NC1=C(C=C(C=C1)N1CCN(CC1)C)OC (5-{2-[2-Methoxy-4-(4-methyl-piperazin-1-yl)-phenylamino]-pyrimidin-4-yl}-1H-pyrrole-3-carboxylic acid ethyl ester). Solvent: O1CCCC1 (tetrahydrofuran), CS(=O)C (dimethylsulfoxide). Run at time 12 hour. The product is C(C)OC(=O)C1=CN(C(=C1)C1=NC(=NC=C1)NC1=C(C=C(C=C1)N1CCN(CC1)C)OC)C (5-{2-[2-Methoxy-4-(4-methyl-piperazin-1-yl)-phenylamino]-pyrimidin-4-yl}-1-methyl-1H-pyrrole-3-carboxylic acid ethyl ester). The yield is 74.4%. Reaction SMILES: [CH2:1]([O:3][C:4]([C:6]1[CH:10]=[C:9]([C:11]2[CH:16]=[CH:15][N:14]=[C:13]([NH:17][C:18]3[CH:23]=[CH:22][C:21]([N:24]4[CH2:29][CH2:28][N:27]([CH3:30])[CH2:26][CH2:25]4)=[CH:20][C:19]=3[O:31][CH3:32])[N:12]=2)[NH:8][CH:7]=1)=[O:5])[CH3:2].[H-].[Na+].[CH3:35]I>O1CCCC1.CS(C)=O>[CH2:1]([O:3][C:4]([C:6]1[CH:10]=[C:9]([C:11]2[CH:16]=[CH:15][N:14]=[C:13]([NH:17][C:18]3[CH:23]=[CH:22][C:21]([N:24]4[CH2:25][CH2:26][N:27]([CH3:30])[CH2:28][CH2:29]4)=[CH:20][C:19]=3[O:31][CH3:32])[N:12]=2)[N:8]([CH3:35])[CH:7]=1)=[O:5])[CH3:2] |f:1.2|. Procedure: To a solution of 5-{2-[2-Methoxy-4-(4-methyl-piperazin-1-yl)-phenylamino]-pyrimidin-4-yl}-1H-pyrrole-3-carboxylic acid ethyl ester (0.5 g, 1.14 mmol) in tetrahydrofuran (25 mL) and dimethylsulfoxide (5 mL) cooled in a ice-water bath, NaH (50 mg, 1.26 mmol) and methyl iodide (0.08 mL, 1.26 mmol) were added. The reaction was continued at room temperature for 12 h, tetrahydrofuran was removed under vacuo, then dichloromethane (25 mL) was added and the organic phase washed with water (25 mL). The aq... Reactants: COC(=O)c1ccc(S(C)(=O)=O)c(C2=NOC3OCCC23)c1Cl, [Na+], [OH-], O. Yields the product CS(=O)(=O)c1ccc(C(=O)O)c(Cl)c1C1=NOC2OCCC12. As a reaction SMILES: [Cl:1][c:2]1[c:3]([C:4](=[O:5])[O:6][CH3:7])[cH:8][cH:9][c:10]([S:20](=[O:21])(=[O:22])[CH3:23])[c:11]1[C:12]1=[N:13][O:14][CH:15]2[CH:16]1[CH2:17][CH2:18][O:19]2.[Na+:25].[OH-:24].[OH2:26]>>[Cl:1][c:2]1[c:3]([C:4](=[O:5])[OH:6])[cH:8][cH:9][c:10]([S:20](=[O:21])(=[O:22])[CH3:23])[c:11]1[C:12]1=[N:13][O:14][CH:15]2[CH:16]1[CH2:17][CH2:18][O:19]2. The reactants are BrC=1C=C(C=CC1)CC=O ((3-Bromophenyl)acetaldehyde), C(=O)(OCC)C=P(C1=CC=CC=C1)(C1=CC=CC=C1)C1=CC=CC=C1 ((carbethoxymethylene)triphenylphosphorane), ethyl 4-(3-bromophenyl)but-2-enoates. Yields the product BrC=1C=C(C=CC1)CCCC(=O)OCC (ethyl 4-(3-bromophenyl)butanoate). RXN SMILES: [Br:1][C:2]1[CH:3]=[C:4]([CH2:8][CH:9]=O)[CH:5]=[CH:6][CH:7]=1.[C:11]([CH:16]=P(C1C=CC=CC=1)(C1C=CC=CC=1)C1C=CC=CC=1)([O:13][CH2:14][CH3:15])=[O:12]>>[Br:1][C:2]1[CH:3]=[C:4]([CH2:8][CH2:9][CH2:16][C:11]([O:13][CH2:14][CH3:15])=[O:12])[CH:5]=[CH:6][CH:7]=1. Procedure: In the preferred compounds of the invention the two R1 substituents are methyl, and the R2 and R3 substituents are hydrogen. Reaction Scheme 4 illustrates a synthetic process for preparing 7-bromo-3,4-dihydro-4,4-dimethylnaphthalen-1-one (Compound G) which serves as a starting material for the synthesis of several preferred compounds of the invention. Thus, referring now specifically to Reaction Scheme 4, ethyl 3-bromophenylacetate (Compound B, made by esterification of 3-bromophenylacetic acid)... Starting materials: CCOC(=O)C(N)CC(C)C, Cl, O=C1CCN(c2ccc(C(=O)O)cc2)CC1. Product: CCOC(=O)C(CC(C)C)NC(=O)c1ccc(N2CCC(=O)CC2)cc1. Reaction SMILES: [CH2:18]([CH3:19])[O:20][C:21]([CH:22]([NH2:23])[CH2:24][CH:25]([CH3:26])[CH3:27])=[O:28].[ClH:17].[O:1]=[C:2]1[CH2:3][CH2:4][N:5]([c:8]2[cH:9][cH:10][c:11]([C:12](=[O:13])[OH:14])[cH:15][cH:16]2)[CH2:6][CH2:7]1>>[O:1]=[C:2]1[CH2:3][CH2:4][N:5]([c:8]2[cH:9][cH:10][c:11]([C:12](=[O:14])[NH:23][CH:22]([C:21]([O:20][CH2:18][CH3:19])=[O:28])[CH2:24][CH:25]([CH3:26])[CH3:27])[cH:15][cH:16]2)[CH2:6][CH2:7]1.